Dataset: the Open Reaction Database (ORD), a public repository of structured organic reaction records. Task: describe an organic reaction: reactants, conditions, products, and yield Starting materials: FC(C=1C=C(OC2CNC2)C=CC1)(F)F (3-[3-(trifluoromethyl)phenoxy]azetidine), C(CC)N=C=O (n-propyl isocyanate). The solvent is C1=CC=CC=C1 (benzene). Product: C(CC)NC(=O)N1CC(C1)OC1=CC(=CC=C1)C(F)(F)F (N-Propyl-3-[3-(trifluoromethyl)phenoxy]-1-azetidinecarboxamide). Yield: 79.6%. RXN SMILES: [F:1][C:2]([F:15])([F:14])[C:3]1[CH:4]=[C:5]([CH:11]=[CH:12][CH:13]=1)[O:6][CH:7]1[CH2:10][NH:9][CH2:8]1.[CH2:16]([N:19]=[C:20]=[O:21])[CH2:17][CH3:18]>C1C=CC=CC=1>[CH2:16]([NH:19][C:20]([N:9]1[CH2:10][CH:7]([O:6][C:5]2[CH:11]=[CH:12][CH:13]=[C:3]([C:2]([F:1])([F:14])[F:15])[CH:4]=2)[CH2:8]1)=[O:21])[CH2:17][CH3:18]. Procedure details: To a stirred and chilled (10°-15° C.) solution of 0.027 mole of 3-[3-(trifluoromethyl)phenoxy]azetidine in 100 ml of dry benzene was added dropwise 4.0 g (0.047 mole) of n-propyl isocyanate. The reaction mixture was stirred at room temperature for 30 minutes. The benzene was washed with dilute sodium bicarbonate (50 ml), water (25 ml), saturated sodium chloride (25 ml), and dried (sodium sulfate). The solution volume was reduced to 50 ml, and 30 ml of petroleum ether was added, yielding 6.5 g (8... Starting materials: C(C)(=O)[O-].[Na+] (sodium acetate), ClC1=CC=CC=2C(C3=CC=CC=C3C(C12)=O)=O (1-chloroanthraquinone), 4-n, C(CCC)NC1=CC=CC=C1 (butylaniline), C(CCC)NC1=CC=CC=C1 (n-butylaniline), [N+](=O)([O-])C1=CC=CC=C1 (nitrobenzene). The reagents and catalysts are C(C)(=O)[O-].[Cu+2].C(C)(=O)[O-] (Copper acetate). Yields the product C(CCC)C1=C(C=CC=2C(C3=CC=CC=C3C(C12)=O)=O)NC1=CC=CC=C1 (1-butylphenylamino anthraquinone). As a reaction SMILES: Cl[C:2]1[C:15]2[C:14](=[O:16])[C:13]3[C:8](=[CH:9][CH:10]=[CH:11][CH:12]=3)[C:7](=[O:17])[C:6]=2[CH:5]=[CH:4][CH:3]=1.C([NH:22][C:23]1[CH:28]=[CH:27][CH:26]=[CH:25][CH:24]=1)CCC.C([O-])(=O)C.[Na+].[N+]([C:37]1[CH:42]=CC=[CH:39][CH:38]=1)([O-])=O>C([O-])(=O)C.[Cu+2].C([O-])(=O)C>[CH2:42]([C:2]1[C:15]2[C:14](=[O:16])[C:13]3[C:8](=[CH:9][CH:10]=[CH:11][CH:12]=3)[C:7](=[O:17])[C:6]=2[CH:5]=[CH:4][C:3]=1[NH:22][C:23]1[CH:28]=[CH:27][CH:26]=[CH:25][CH:24]=1)[CH2:37][CH2:38][CH3:39] |f:2.3,5.6.7|. Procedure: The pleochroic dye 1-butylphenylamino anthraquinone was prepared by dissolving 1-chloroanthraquinone in a 10-fold excess of 4-n butylaniline. Copper acetate and sodium acetate were added as in Example 70. Since the n-butylaniline is a solvent in this case no nitrobenzene was added. The dye, when tested as in Example 70, had an absorption maxima at 515 nm and an order parameter of 0.65. Starting materials: CCO, [Na+], [OH-], CCOC(=O)C(C)(O)c1ccc(-c2ccccc2)cc1. Product: CC(O)(C(=O)O)c1ccc(-c2ccccc2)cc1. Reaction SMILES: [CH3:23][CH2:24][OH:25].[Na+:22].[OH-:21].[c:1]1(-[c:15]2[cH:16][cH:17][cH:18][cH:19][cH:20]2)[cH:2][cH:3][c:4]([C:7]([C:8](=[O:9])[O:10][CH2:11][CH3:12])([CH3:13])[OH:14])[cH:5][cH:6]1>>[c:1]1(-[c:15]2[cH:16][cH:17][cH:18][cH:19][cH:20]2)[cH:2][cH:3][c:4]([C:7]([C:8](=[O:9])[OH:10])([CH3:13])[OH:14])[cH:5][cH:6]1. Starting materials: C1CCOC1, CCN, O=C(NCCc1c[nH]c2ccc(Cl)cc12)c1cc(CCl)on1, [I-], [Na+]. Yields the product CCNCc1cc(C(=O)NCCc2c[nH]c3ccc(Cl)cc23)no1. RXN SMILES: [CH2:28]1[O:29][CH2:30][CH2:31][CH2:32]1.[CH3:25][CH2:26][NH2:27].[Cl:1][c:2]1[cH:3][c:4]2[c:5]([CH2:11][CH2:12][NH:13][C:14](=[O:15])[c:16]3[n:17][o:18][c:19]([CH2:21][Cl:22])[cH:20]3)[cH:6][nH:7][c:8]2[cH:9][cH:10]1.[I-:23].[Na+:24]>>[Cl:1][c:2]1[cH:3][c:4]2[c:5]([CH2:11][CH2:12][NH:13][C:14](=[O:15])[c:16]3[n:17][o:18][c:19]([CH2:21][NH:27][CH2:26][CH3:25])[cH:20]3)[cH:6][nH:7][c:8]2[cH:9][cH:10]1. The reactants are [N+](=O)([O-])C1=CC(=NC=C1)C(=O)O (4-nitro-2-pyridinecarboxylic acid), NCCNC(OC(C)(C)C)=O (t-butyl (2-aminoethyl)carbamate). Run in O1CCCC1 (tetrahydrofuran), C(=O)(N1C=NC=C1)N1C=NC=C1 (1,1'-carbonyldiimidazole). As a reaction SMILES: [N+:1]([C:4]1[CH:9]=[CH:8][N:7]=[C:6]([C:10]([OH:12])=O)[CH:5]=1)([O-:3])=[O:2].[NH2:13][CH2:14][CH2:15][NH:16][C:17](=[O:23])[O:18][C:19]([CH3:22])([CH3:21])[CH3:20]>O1CCCC1.C(N1C=CN=C1)(N1C=CN=C1)=O>[N+:1]([C:4]1[CH:9]=[CH:8][N:7]=[C:6]([C:10]([NH:13][CH2:14][CH2:15][NH:16][C:17](=[O:23])[O:18][C:19]([CH3:21])([CH3:20])[CH3:22])=[O:12])[CH:5]=1)([O-:3])=[O:2]. Product: [N+](=O)([O-])C1=CC(=NC=C1)C(=O)NCCNC(OC(C)(C)C)=O (t-butyl [2-(4-nitropyridine-2-carboxamido)ethyl]carbamate). Procedure: 6.0 g of 4-nitro-2-pyridinecarboxylic acid were stirred at 60° bath temperature for 4 hours in 300 ml of absolute tetrahydrofuran and 5.9 g of 1,1'-carbonyldiimidazole. Thereafter, 6.0 g of t-butyl (2-aminoethyl)carbamate were added thereto and the mixture was heated to reflux for 4 hours. The reaction mixture was concentrated under reduced pressure and thereafter partitioned between ethyl acetate and water. The combined organic phases were dried over magnesium sulfate and concentrated. The resi...